Task: describe an organic reaction: reactants, conditions, products, and yield. Dataset: the Open Reaction Database (ORD), a public repository of structured organic reaction records Starting materials: NC1=CC=C(C=C1)C#CC=1C=CC=2N(N1)C=C(N2)N (6-[(4-aminophenyl)ethynyl]imidazo[1,2-b]pyridazin-2-amine), FC1=C(C(=O)O)C=C(C=C1)C (2-fluoro-5-methylbenzoic acid), Cl.CN(CCCN=C=NCC)C (N-(3-dimethylaminopropyl)-N′-ethylcarbodiimide hydrochloride). Reagents/catalysts: CN(C1=CC=NC=C1)C (4-(dimethylamino)pyridine). The solvent is ClC(C)Cl (dichloroethane), C(Cl)(Cl)Cl (chloroform). Reaction conditions: temperature 50 celsius, time 2 hour. Product: NC=1N=C2N(N=C(C=C2)C#CC2=CC=C(C=C2)NC(C2=C(C=CC(=C2)C)F)=O)C1 (N-{4-[(2-aminoimidazo[1,2-b]pyridazin-6-yl)ethynyl]phenyl}-2-fluoro-5-methylbenzamide). RXN SMILES: [NH2:1][C:2]1[CH:7]=[CH:6][C:5]([C:8]#[C:9][C:10]2[CH:11]=[CH:12][C:13]3[N:14]([CH:16]=[C:17]([NH2:19])[N:18]=3)[N:15]=2)=[CH:4][CH:3]=1.[F:20][C:21]1[CH:29]=[CH:28][C:27]([CH3:30])=[CH:26][C:22]=1[C:23](O)=[O:24].Cl.CN(C)CCCN=C=NCC>ClC(Cl)C.CN(C)C1C=CN=CC=1.C(Cl)(Cl)Cl>[NH2:19][C:17]1[N:18]=[C:13]2[CH:12]=[CH:11][C:10]([C:9]#[C:8][C:5]3[CH:6]=[CH:7][C:2]([NH:1][C:23](=[O:24])[C:22]4[CH:26]=[C:27]([CH3:30])[CH:28]=[CH:29][C:21]=4[F:20])=[CH:3][CH:4]=3)=[N:15][N:14]2[CH:16]=1 |f:2.3|. Reported procedure: To 6-[(4-aminophenyl)ethynyl]imidazo[1,2-b]pyridazin-2-amine, (30 mg, 0.12 mmol, 1 eq) and 2-fluoro-5-methylbenzoic acid (18.5 mg, 1 eq) in anhydrous dichloroethane (1 mL) under nitrogen atmosphere at room temperature was added 4-(dimethylamino)pyridine (2.94 mg, 0.2 eq) and N-(3-dimethylaminopropyl)-N′-ethylcarbodiimide hydrochloride (27.76 mg, 1.2 eq). After the reaction was stirred at 50° C. for 2 hours, it was diluted with chloroform, washed sequentially with aqueous ammonium chloride, satur... The reactants are ice, FC1=CC=C2CC/C(/C2=C1)=C\C(=O)O ((E)-2-(6-fluoro-1-indanylidene) acetic acid), C(C(=O)Cl)(=O)Cl (oxalyl chloride). Solvent: C1=CC=CC=C1 (benzene). Yields the product FC1=CC=C2CC/C(/C2=C1)=C\C(=O)Cl ((E)-2-(6-fluoro-1-indanylidene)acetyl chloride). Isolated yield 99.9%. As a reaction SMILES: [F:1][C:2]1[CH:10]=[C:9]2[C:5]([CH2:6][CH2:7]/[C:8]/2=[CH:11]\[C:12]([OH:14])=O)=[CH:4][CH:3]=1.C(Cl)(=O)C([Cl:18])=O>C1C=CC=CC=1>[F:1][C:2]1[CH:10]=[C:9]2[C:5]([CH2:6][CH2:7]/[C:8]/2=[CH:11]\[C:12]([Cl:18])=[O:14])=[CH:4][CH:3]=1. Procedure: An ice-cold, stirred suspension of (E)-2-(6-fluoro-1-indanylidene) acetic acid (384 mg, 2 mmol) in benzene (10 mL) was treated with oxalyl chloride (761 mg, 6 mmol) and allowed to warm to room temperature during 1.5 h. The resulting yellow solution was concentrated in vacuo to give (E)-2-(6-fluoro-1-indanylidene)acetyl chloride as a pale yellow solid (421 mg, 100%), m.p., 97°-99° C.; The reactants are N#CCCCBr, C1CCOC1, COc1ccc(-c2c(-c3ccccc3)oc3ncnc(OCC4CCCN4)c23)cc1, CCN(C(C)C)C(C)C, ClCCl, [I-], [K+]. The product is COc1ccc(-c2c(-c3ccccc3)oc3ncnc(OCC4CCCN4CCCC#N)c23)cc1. RXN SMILES: [Br:1][CH2:2][CH2:3][CH2:4][C:5]#[N:6].[CH2:48]1[O:49][CH2:50][CH2:51][CH2:52]1.[CH3:7][O:8][c:9]1[cH:10][cH:11][c:12](-[c:15]2[c:16](-[c:31]3[cH:32][cH:33][cH:34][cH:35][cH:36]3)[o:17][c:18]3[n:19][cH:20][n:21][c:22]([O:24][CH2:25][CH:26]4[NH:27][CH2:28][CH2:29][CH2:30]4)[c:23]23)[cH:13][cH:14]1.[CH:37]([N:38]([CH:39]([CH3:40])[CH3:41])[CH2:42][CH3:43])([CH3:44])[CH3:45].[Cl:53][CH2:54][Cl:55].[I-:47].[K+:46]>>[CH2:2]([CH2:3][CH2:4][C:5]#[N:6])[N:27]1[CH:26]([CH2:25][O:24][c:22]2[n:21][cH:20][n:19][c:18]3[o:17][c:16](-[c:31]4[cH:32][cH:33][cH:34][cH:35][cH:36]4)[c:15](-[c:12]4[cH:11][cH:10][c:9]([O:8][CH3:7])[cH:14][cH:13]4)[c:23]32)[CH2:30][CH2:29][CH2:28]1.